Dataset: the Open Reaction Database (ORD), a public repository of structured organic reaction records. Task: describe an organic reaction: reactants, conditions, products, and yield Reactants: CCCCCCCCCCCCCCCCCCOCC(CO)O (batyl alcohol), C1(=CC=C(C=C1)S(=O)(=O)[O-])C.[Na+] (sodium p-toluenesulfonate), [H-].[Na+] (sodium hydride), C(COCCOCCO)O (triethylene glycol), C(C1=CC=CC=C1)(C1=CC=CC=C1)(C1=CC=CC=C1)Cl (trityl chloride). The solvent is N1=CC=CC=C1 (pyridine). Yields the product C(CCCCCCCCCCCCCCCCC)OCC(O)COCCOCCOCCOC(C1=CC=CC=C1)(C1=CC=CC=C1)C1=CC=CC=C1 (1-O-Octadecyl-3-O-[2-[2-(2-trityloxyethoxy)ethoxy]ethyl]glycerol). Yield: 42.2%. As a reaction SMILES: [CH3:1][CH2:2][CH2:3][CH2:4][CH2:5][CH2:6][CH2:7][CH2:8][CH2:9][CH2:10][CH2:11][CH2:12][CH2:13][CH2:14][CH2:15][CH2:16][CH2:17][CH2:18][O:19][CH2:20][CH:21]([OH:24])[CH2:22][OH:23].C1(C)C=CC(S([O-])(=O)=O)=CC=1.[Na+].[H-].[Na+].[CH2:39](O)[CH2:40][O:41][CH2:42][CH2:43][O:44][CH2:45][CH2:46][OH:47].[C:49](Cl)([C:62]1[CH:67]=[CH:66][CH:65]=[CH:64][CH:63]=1)([C:56]1[CH:61]=[CH:60][CH:59]=[CH:58][CH:57]=1)[C:50]1[CH:55]=[CH:54][CH:53]=[CH:52][CH:51]=1>N1C=CC=CC=1>[CH2:18]([O:19][CH2:20][CH:21]([CH2:22][O:23][CH2:39][CH2:40][O:41][CH2:42][CH2:43][O:44][CH2:45][CH2:46][O:47][C:49]([C:62]1[CH:67]=[CH:66][CH:65]=[CH:64][CH:63]=1)([C:56]1[CH:61]=[CH:60][CH:59]=[CH:58][CH:57]=1)[C:50]1[CH:55]=[CH:54][CH:53]=[CH:52][CH:51]=1)[OH:24])[CH2:17][CH2:16][CH2:15][CH2:14][CH2:13][CH2:12][CH2:11][CH2:10][CH2:9][CH2:8][CH2:7][CH2:6][CH2:5][CH2:4][CH2:3][CH2:2][CH3:1] |f:1.2,3.4|. Procedure details: 10.3 g (30 millimole) of batyl alcohol, 6.1 g (32 millimole) of sodium p-toluenesulfonate, 50 ml of pyridine, 1.6 g (40 millimole) of 60% oily sodium hydride, 45 g (300 millimole) of triethylene glycol, and 8.4 g (30 millimole) of trityl chloride were treated by following a procedure similar to that of Working Example 1, to give 9.1 g (42%) of the above-captioned compound. The reactants are C(C)(C)(C)OC(NCCNC(C[C@H](C)NCC1=C(C(=C(C=C1)Cl)C(C1=CC=CC=C1)=O)F)=O)=O ({2-[(S)-3-(3-benzoyl-4-chloro-2-fluoro-benzylamino)-butyrylamino]-ethyl}-carbamic acid tert-butyl ester), Cl (hydrogen chloride). Solvent: C(C)(=O)OCC (ethyl acetate). Run at time 60 minute. Yields the product NCCNC(C[C@H](C)NCC1=C(C(=C(C=C1)Cl)C(C1=CC=CC=C1)=O)F)=O ((3S)—N-(2-aminoethyl)-3-{[(3-benzoyl-4-chloro-2-fluorophenyl)methyl]-amino}butanamide). Isolated yield 76.6%. As a reaction SMILES: C(OC(=O)[NH:7][CH2:8][CH2:9][NH:10][C:11](=[O:33])[CH2:12][C@@H:13]([NH:15][CH2:16][C:17]1[CH:22]=[CH:21][C:20]([Cl:23])=[C:19]([C:24](=[O:31])[C:25]2[CH:30]=[CH:29][CH:28]=[CH:27][CH:26]=2)[C:18]=1[F:32])[CH3:14])(C)(C)C.Cl>C(OCC)(=O)C>[NH2:7][CH2:8][CH2:9][NH:10][C:11](=[O:33])[CH2:12][C@@H:13]([NH:15][CH2:16][C:17]1[CH:22]=[CH:21][C:20]([Cl:23])=[C:19]([C:24](=[O:31])[C:25]2[CH:30]=[CH:29][CH:28]=[CH:27][CH:26]=2)[C:18]=1[F:32])[CH3:14]. Procedure details: Step 4 A mixture of {2-[(S)-3-(3-benzoyl-4-chloro-2-fluoro-benzylamino)-butyrylamino]-ethyl}-carbamic acid tert-butyl ester (92 mg) and 2N hydrogen chloride in ethyl acetate (2 ml) was allowed to stand at room temperature for 60 minutes. The mixture was concentrated and re-concentrated from methanol (×2). Ethyl acetate was added to the residue and a solid produced by scratching. The material was obtained by filtration and was dried in a vacuum oven furnishing the desired compound as a white soli... Product: CN(CC(=O)OCCCC=1C=C2C(=C(C=NC2=C(C1)F)C(=O)NCC1=CC=C(C=C1)Cl)O)C (3-(3-{[(4-Chlorobenzyl)amino]carbonyl}-8-fluoro-4-hydroxy-6-quinolinyl)propyl 2-(dimethylamino)acetate). The reactants are ClC1=CC=C(CNC(=O)C=2C=NC3=C(C=C(C=C3C2O)CCCO)F)C=C1 (N-(4-chlorobenzyl)-8-fluoro-4-hydroxy-6-(3-hydroxypropyl)-3-quinolinecarboxamide), 110, CCN=C=NCCCN(C)C.Cl (EDC hydrochloride), CN(CC(=O)O)C (N,N-dimethylglycine). The reagents and catalysts are CN(C)C=1C=CN=CC1 (DMAP). Run at time 8 hour. Run in N1=CC=CC=C1 (pyridine). RXN SMILES: [Cl:1][C:2]1[CH:27]=[CH:26][C:5]([CH2:6][NH:7][C:8]([C:10]2[CH:11]=[N:12][C:13]3[C:18]([C:19]=2[OH:20])=[CH:17][C:16]([CH2:21][CH2:22][CH2:23][OH:24])=[CH:15][C:14]=3[F:25])=[O:9])=[CH:4][CH:3]=1.CCN=C=NCCCN(C)C.Cl.[CH3:40][N:41]([CH3:46])[CH2:42][C:43](O)=[O:44]>CN(C1C=CN=CC=1)C.N1C=CC=CC=1>[CH3:40][N:41]([CH3:46])[CH2:42][C:43]([O:24][CH2:23][CH2:22][CH2:21][C:16]1[CH:17]=[C:18]2[C:13](=[C:14]([F:25])[CH:15]=1)[N:12]=[CH:11][C:10]([C:8]([NH:7][CH2:6][C:5]1[CH:4]=[CH:3][C:2]([Cl:1])=[CH:27][CH:26]=1)=[O:9])=[C:19]2[OH:20])=[O:44] |f:1.2|. Procedure details: To a solution of N-(4-chlorobenzyl)-8-fluoro-4-hydroxy-6-(3-hydroxypropyl)-3-quinolinecarboxamide from Example No. 110 (0.23 g), EDC hydrochloride (0.22 g), and DMAP (0.022 g) in 7 mL pyridine is added N,N-dimethylglycine (0.12 g). The reaction is allowed to stir at room temperature overnight. The solvent is removed in vacuo and the residue partitioned between CH2Cl2 and water. The organic layer is washed once with water, once with brine, dried over Na2SO4, filtered, and concentrated in vacuo. T...